From a dataset of the Open Reaction Database (ORD), a public repository of structured organic reaction records. describe an organic reaction: reactants, conditions, products, and yield RXN SMILES: C([O:8][C@H:9]1[C@H:13]([O:14]CC2C=CC=CC=2)[C@@H:12]([CH2:22][O:23]CC2C=CC=CC=2)[O:11][C@H:10]1[N:31]1[CH:39]=[N:38][C:37]2[C:32]1=[N:33][C:34]([F:41])=[N:35][C:36]=2[NH2:40])C1C=CC=CC=1.C([O-])(O)=O.[Na+].C>C(Cl)Cl.CCO>[C@@H:10]1([N:31]2[CH:39]=[N:38][C:37]3[C:32]2=[N:33][C:34]([F:41])=[N:35][C:36]=3[NH2:40])[O:11][C@H:12]([CH2:22][OH:23])[C@@H:13]([OH:14])[C@@H:9]1[OH:8] |f:1.2|. Procedure: BCl3 gas (72.9) was bubbled in CH2Cl2 (610 ml) at 0°in a 2-l., 3-necked flask equipped with a thermometer, magnetic stirrer, and addition funnel and the stirred solution then cooled to -72° (dry ice-acetone) before the dropwise addition (1 hr) of a cold solution of 9-(2,3,5-tri-O-benzyl-β-D-arabinofuranosyl)-2-fluoroadenine (II, 7.0 g, 12.5 mmol) in CH2Cl2 (70 ml). After a total reaction time of 23/4 hr, the cooling bath was removed and the solvent and gas removed in vacuo. The residue was disso... Reaction conditions: time 8 hour. Reactants: C(=O)(O)[O-].[Na+] (NaHCO3), C (charcoal), C(C1=CC=CC=C1)O[C@@H]1[C@@H](O[C@@H]([C@H]1OCC1=CC=CC=C1)COCC1=CC=CC=C1)N1C2=NC(=NC(=C2N=C1)N)F (9-(2,3,5-Tri-O-benzyl-β-D-arabinofuranosyl)-2-fluoroadenine), C(=O)(O)[O-].[Na+] (NaHCO3). Product: [C@@H]1([C@@H](O)[C@H](O)[C@H](O1)CO)N1C2=NC(=NC(=C2N=C1)N)F (9-β-D-Arabinofuranosyl-2-fluoroadenine). The solvent is C(Cl)Cl (CH2Cl2), CCO (EtOH). Reactants: CC(Br)C#N, O=C([O-])[O-], CN(C)C=O, Oc1cc(-c2ncc(C(F)(F)F)cc2Cl)ccc1Cl, [K+], [K+]. The product is CC(C#N)Oc1cc(-c2ncc(C(F)(F)F)cc2Cl)ccc1Cl. RXN SMILES: [Br:20][CH:21]([C:22]#[N:23])[CH3:24].[C:25](=[O:26])([O-:27])[O-:28].[CH3:31][N:32]([CH3:33])[CH:34]=[O:35].[Cl:1][c:2]1[c:3](-[c:12]2[cH:13][c:14]([OH:19])[c:15]([Cl:18])[cH:16][cH:17]2)[n:4][cH:5][c:6]([C:8]([F:9])([F:10])[F:11])[cH:7]1.[K+:29].[K+:30]>>[Cl:1][c:2]1[c:3](-[c:12]2[cH:13][c:14]([O:19][CH:21]([C:22]#[N:23])[CH3:24])[c:15]([Cl:18])[cH:16][cH:17]2)[n:4][cH:5][c:6]([C:8]([F:9])([F:10])[F:11])[cH:7]1. Starting materials: C(C)(C)(C)OC=1C=C(COCCCCC(C=2N(C=NC2)C)(C2=CC(=C(C=C2)C#N)F)NS(=O)C(C)(C)C)C=CC1 (2-Methyl-propane-2-sulfinic acid [5-(3-tert-butoxy-benzyloxy)-1-(4-cyano-3-fluoro-phenyl)-1-(3-methyl-3H-imidazol-4-yl)-pentyl]-amide), Cl (HCl). Run in CO (methanol), O1CCOCC1 (dioxane). Conditions: time 1 hour. The product is NC(CCCCOCC1=CC(=CC=C1)O)(C=1N(C=NC1)C)C1=CC(=C(C#N)C=C1)F (4-[1-amino-5-(3-hydroxy-benzyloxy)-1-(3-methyl-3H-imidazol-4-yl)-pentyl]-2-fluoro-benzonitrile). As a reaction SMILES: C([O:5][C:6]1[CH:7]=[C:8]([CH:38]=[CH:39][CH:40]=1)[CH2:9][O:10][CH2:11][CH2:12][CH2:13][CH2:14][C:15]([NH:31]S(C(C)(C)C)=O)([C:22]1[CH:27]=[CH:26][C:25]([C:28]#[N:29])=[C:24]([F:30])[CH:23]=1)[C:16]1[N:17]([CH3:21])[CH:18]=[N:19][CH:20]=1)(C)(C)C.Cl>CO.O1CCOCC1>[NH2:31][C:15]([C:22]1[CH:27]=[CH:26][C:25]([C:28]#[N:29])=[C:24]([F:30])[CH:23]=1)([C:16]1[N:17]([CH3:21])[CH:18]=[N:19][CH:20]=1)[CH2:14][CH2:13][CH2:12][CH2:11][O:10][CH2:9][C:8]1[CH:38]=[CH:39][CH:40]=[C:6]([OH:5])[CH:7]=1. Procedure details: 2-Methyl-propane-2-sulfinic acid [5-(3-tert-butoxy-benzyloxy)-1-(4-cyano-3-fluoro-phenyl)-1-(3-methyl-3H-imidazol-4-yl)-pentyl]-amide (A) (0.396 g, 0.58 mmol) was dissolved in methanol (15 mL) and treated with 4M HCl in dioxane (9 mL). After 1 h, the reaction mixture was concentrated in vacuo, azeotroped with CH2Cl2 (3×), rinsed with CH2Cl2, and the solid collected to give enantiomer A of the title compound. MS (M+1) 409. Using the same procedure, diastereomer B (Step D) (0.110 g, 0.161 mmol) ga... The reactants are Cl.ClCCC1=C(N=C2N(C1=O)CCCC2)C (3-(2-chloroethyl)-6,7,8,9-tetrahydro-2-methyl-4H-pyrido[1,2-a]pyrimidin-4-one monohydrochloride), FC1=CC2=C(C(=NO2)C2CCNCC2)C=C1 (6-fluoro-3-(4-piperidinyl)-1,2-benzisoxazole), C([O-])([O-])=O.[Na+].[Na+] (sodium carbonate), [I-].[K+] (potassium iodide). Isolated yield 46.0%. Procedure details: A mixture of 5.3 parts of 3-(2-chloroethyl)-6,7,8,9-tetrahydro-2-methyl-4H-pyrido[1,2-a]pyrimidin-4-one monohydrochloride, 4.4 parts of 6-fluoro-3-(4-piperidinyl)-1,2-benzisoxazole, 8 parts of sodium carbonate, 0.1 parts of potassium iodide and 90 parts of N,N-dimethylformamide was stirred overnight at 85°-90° C. After cooling, the reaction mixture was poured into water. The product was filtered off and crystallized from a mixture of N,N-dimethylformamide and 2-propanol. The product was filtered... Yields the product FC1=CC2=C(C(=NO2)C2CCN(CC2)CCC2=C(N=C3N(C2=O)CCCC3)C)C=C1 (3-[2-[4-(6-fluoro-1,2-benzisoxazol-3-yl)-1-piperidinyl]ethyl]-6,7,8,9-tetrahydro-2-methyl-4H-pyrido[1,2-a]pyrimidin-4-one). Run at time 8 hour. The solvent is CN(C=O)C (N,N-dimethylformamide), O (water). Reaction SMILES: Cl.Cl[CH2:3][CH2:4][C:5]1[C:10](=[O:11])[N:9]2[CH2:12][CH2:13][CH2:14][CH2:15][C:8]2=[N:7][C:6]=1[CH3:16].[F:17][C:18]1[CH:32]=[CH:31][C:21]2[C:22]([CH:25]3[CH2:30][CH2:29][NH:28][CH2:27][CH2:26]3)=[N:23][O:24][C:20]=2[CH:19]=1.C(=O)([O-])[O-].[Na+].[Na+].[I-].[K+]>O.CN(C)C=O>[F:17][C:18]1[CH:32]=[CH:31][C:21]2[C:22]([CH:25]3[CH2:26][CH2:27][N:28]([CH2:3][CH2:4][C:5]4[C:10](=[O:11])[N:9]5[CH2:12][CH2:13][CH2:14][CH2:15][C:8]5=[N:7][C:6]=4[CH3:16])[CH2:29][CH2:30]3)=[N:23][O:24][C:20]=2[CH:19]=1 |f:0.1,3.4.5,6.7|. Starting materials: N1N=NC=C1 (triazole), CNC=O (methylformamide), [H-].[Na+] (sodium hydride), COC1=C(C(=O)OC)C=C(C=C1)CCl (methyl 2-methoxy-5-chloromethylbenzoate). The solvent is ClCCl.CO (dichloromethane methanol), CN(C=O)C (dimethylformamide). Conditions: time 30 minute. The product is COC1=C(C(=O)OC)C=C(C=C1)CN1N=NC=C1 (methyl 2-methoxy-5-(1H-triazol-1-ylmethyl)benzoate). Reaction SMILES: [NH:1]1[CH:5]=[CH:4][N:3]=[N:2]1.CNC=O.[H-].[Na+].[CH3:12][O:13][C:14]1[CH:23]=[CH:22][C:21]([CH2:24]Cl)=[CH:20][C:15]=1[C:16]([O:18][CH3:19])=[O:17]>CN(C)C=O.ClCCl.CO>[CH3:12][O:13][C:14]1[CH:23]=[CH:22][C:21]([CH2:24][N:1]2[CH:5]=[CH:4][N:3]=[N:2]2)=[CH:20][C:15]=1[C:16]([O:18][CH3:19])=[O:17] |f:2.3,6.7|. Procedure: Combine triazole (0.72 g, 10.4 mmol) and methylformamide (6 mL). Cool in an ice bath and add sodium hydride (0.42 g, 60% i oil, 10.4 mmol). After 30 minutes, warm to ambient temperature. Add a solution of methyl 2-methoxy-5-chloromethylbenzoate (1.85 g, 6.74 mmol) in dimethylformamide (6 mL). Heat to 75° C. After 3 hours, partition the reaction mixture between water and ethyl acetate. Extract the organic layer with water, dry over Na2SO4, filter, and concentrate in vacuo to give a residue. Chrom...